From a dataset of the Open Reaction Database (ORD), a public repository of structured organic reaction records. describe an organic reaction: reactants, conditions, products, and yield The reactants are CN1CCOCC1 (NMM), Cl.S1C(=NC=C1)NCCOC1=CC=C(C(=O)O)C=C1 (4-[2-(Thiazol-2-ylamino)ethyloxy]benzoic acid hydrochloride), C=1C=CC2=C(C1)N=NN2O (HOBT), Cl.NC[C@@H](C(=O)OC(C)(C)C)NS(=O)(=O)C1=CC=CC=C1 (tert-Butyl 3-amino-2(S)-phenylsulfonylaminopropionate hydrochloride), C(CCl)Cl (EDC). The solvent is CN(C)C=O (DMF), CCOC(=O)C (EtOAc). Reaction conditions: time 16 hour. The product is C(C)(C)(C)OC([C@H](CNC(C1=CC=C(C=C1)OCCNC=1SC=CN1)=O)NS(=O)(=O)C1=CC=CC=C1)=O (4-[2-(Thiazol-2-ylamino)ethyloxy]benzoyl-2(S)-phenylsulfonylamino-β-alanine tert-butyl ester). As a reaction SMILES: Cl.[S:2]1[CH:6]=[CH:5][N:4]=[C:3]1[NH:7][CH2:8][CH2:9][O:10][C:11]1[CH:19]=[CH:18][C:14]([C:15]([OH:17])=O)=[CH:13][CH:12]=1.Cl.[NH2:21][CH2:22][C@H:23]([NH:31][S:32]([C:35]1[CH:40]=[CH:39][CH:38]=[CH:37][CH:36]=1)(=[O:34])=[O:33])[C:24]([O:26][C:27]([CH3:30])([CH3:29])[CH3:28])=[O:25].C(Cl)CCl.C1C=CC2N(O)N=NC=2C=1.CN1CCOCC1>CCOC(C)=O.CN(C=O)C>[C:27]([O:26][C:24](=[O:25])[C@@H:23]([NH:31][S:32]([C:35]1[CH:40]=[CH:39][CH:38]=[CH:37][CH:36]=1)(=[O:34])=[O:33])[CH2:22][NH:21][C:15](=[O:17])[C:14]1[CH:13]=[CH:12][C:11]([O:10][CH2:9][CH2:8][NH:7][C:3]2[S:2][CH:6]=[CH:5][N:4]=2)=[CH:19][CH:18]=1)([CH3:30])([CH3:28])[CH3:29] |f:0.1,2.3|. Procedure: Acid 24-5 (160 mg, 0.60 mmol), amine 2-1 (215 mg, 0.60 mmol), EDC (140 mg, 0.73 mmol), HOBT (98 mg, 0.73 mmol), and NMM (235 μL, 2.1 mmol) were combined in 3 miL DMF at -15°. After stirring at RT for 16 h, the reaction was diluted with EtOAc, washed with water, sat. NaHCO3 and brine, dried, concentrated, and purified by flash chromatography (silica, 70% EtOAc/hexane) providing 24-6 as an off-white solid. Rf 0.54 (silica, EtOAc). The reactants are FC(C=1C=CC2=C(C(=NCC=3N2C(=NN3)CN)C3=C(C=CC=C3)Cl)C1)(F)F (8-trifluoromethyl-1-(aminomethyl)-6-(o-chlorophenyl)-4H-s-triazolo[4,3-a][1,4]benzodiazepine), C=O (formalin), C(#N)[BH3-].[Na+] (sodium cyanoborohydride), C(C)(=O)O (acetic acid). The solvent is C(C)#N (acetonitrile). Product: FC(C=1C=CC2=C(C(=NCC=3N2C(=NN3)CN(C)C)C3=C(C=CC=C3)Cl)C1)(F)F (8-trifluoromethyl-1-[(dimethylamino)methyl]-6-(o-chlorophenyl)-4H-s-triazolo[4,3-a][1,4]benzodiazepine). As a reaction SMILES: [F:1][C:2]([F:27])([F:26])[C:3]1[CH:4]=[CH:5][C:6]2[N:12]3[C:13]([CH2:16]N)=[N:14][N:15]=[C:11]3[CH2:10][N:9]=[C:8]([C:18]3[CH:23]=[CH:22][CH:21]=[CH:20][C:19]=3[Cl:24])[C:7]=2[CH:25]=1.C=O.[C:30]([BH3-])#[N:31].[Na+].[C:34](O)(=O)C>C(#N)C>[F:1][C:2]([F:27])([F:26])[C:3]1[CH:4]=[CH:5][C:6]2[N:12]3[C:13]([CH2:16][N:31]([CH3:30])[CH3:34])=[N:14][N:15]=[C:11]3[CH2:10][N:9]=[C:8]([C:18]3[CH:23]=[CH:22][CH:21]=[CH:20][C:19]=3[Cl:24])[C:7]=2[CH:25]=1 |f:2.3|. Procedure details: In the manner given in Example 23, a solution of 8-trifluoromethyl-1-(aminomethyl)-6-(o-chlorophenyl)-4H-s-triazolo[4,3-a][1,4]benzodiazepine in acetonitrile is treated with formalin, sodium cyanoborohydride and acetic acid to give 8-trifluoromethyl-1-[(dimethylamino)methyl]-6-(o-chlorophenyl)-4H-s-triazolo[4,3-a][1,4]benzodiazepine. The reactants are BrC1=CC=C(C(=N1)C(=O)OC)O (methyl 6-bromo-3-hydroxypicolinate), [Li+].[OH-] (LiOH). Solvent: CO (MeOH). Run at time 2 hour. Product: BrC1=CC=C(C(=N1)C(=O)O)O (6-bromo-3-hydroxypicolinic acid). RXN SMILES: [Br:1][C:2]1[N:7]=[C:6]([C:8]([O:10]C)=[O:9])[C:5]([OH:12])=[CH:4][CH:3]=1.[Li+].[OH-]>CO>[Br:1][C:2]1[N:7]=[C:6]([C:8]([OH:10])=[O:9])[C:5]([OH:12])=[CH:4][CH:3]=1 |f:1.2|. Procedure: Methyl 6-bromo-3-hydroxypicolinate (26B) (464 mg, 2 mmol) in MeOH (0.5 mL) was added to a solution of LiOH (200 mg in 2 mL water). The reaction mixture was stirred at rt for 2 h. The product precipitated out of solution and was filtered, washed with water, and dried under reduced pressure to provide the desired product 6-bromo-3-hydroxypicolinic acid (55A). 1H NMR (300 MHz, CDCl3): 7.6 (1H, d), 7.32 (1H, d). Starting materials: [BH4-], COCCOC, C1CCOC1, O=C1OC(=O)c2c1cc1ccc(Cl)cc1c2-c1ccc(Cl)cc1, Cl, [Na+]. The product is O=C1OCc2c1cc1ccc(Cl)cc1c2-c1ccc(Cl)cc1. RXN SMILES: [BH4-:1].[CH2:27]([CH2:28][O:29][CH3:30])[O:31][CH3:32].[CH2:33]1[O:34][CH2:35][CH2:36][CH2:37]1.[Cl:3][c:4]1[cH:5][c:6]2[c:7](-[c:19]3[cH:20][cH:21][c:22]([Cl:25])[cH:23][cH:24]3)[c:8]3[c:9]([cH:15][c:16]2[cH:17][cH:18]1)[C:10](=[O:14])[O:11][C:12]3=[O:13].[ClH:26].[Na+:2]>>[Cl:3][c:4]1[cH:5][c:6]2[c:7](-[c:19]3[cH:20][cH:21][c:22]([Cl:25])[cH:23][cH:24]3)[c:8]3[c:9]([cH:15][c:16]2[cH:17][cH:18]1)[C:10](=[O:14])[O:11][CH2:12]3.